Dataset: the Open Reaction Database (ORD), a public repository of structured organic reaction records. Task: describe an organic reaction: reactants, conditions, products, and yield Starting materials: C(C=C)N1C(=C(C=2C1=C(N=C(C2)C(=O)NCC2=CC=C(C=C2)C)N2CC1=CC=CC=C1CC2)C)C (1-allyl-7-(3,4-dihydro-1H-isoquinolin-2-yl)-2,3-dimethyl-N-(4-methylbenzyl)-1H-pyrrolo[2,3-c]pyridin-5-carboxamide), Cl (hydrochloric acid). The solvent is C(C)(=O)OCC (ethyl acetate). Yields the product Cl.C(C=C)N1C(=C(C=2C1=C(N=C(C2)C(=O)NCC2=CC=C(C=C2)C)N2CC1=CC=CC=C1CC2)C)C (1-allyl-7-(3,4-dihydro-1H-isoquinolin-2-yl)-2,3-dimethyl-N-(4-methylbenzyl)-1H-pyrrolo[2,3-c]pyridin-5-carboxamide hydrochloride). Isolated yield 90.0%. Reaction SMILES: [CH2:1]([N:4]1[C:8]2=[C:9]([N:24]3[CH2:33][CH2:32][C:31]4[C:26](=[CH:27][CH:28]=[CH:29][CH:30]=4)[CH2:25]3)[N:10]=[C:11]([C:13]([NH:15][CH2:16][C:17]3[CH:22]=[CH:21][C:20]([CH3:23])=[CH:19][CH:18]=3)=[O:14])[CH:12]=[C:7]2[C:6]([CH3:34])=[C:5]1[CH3:35])[CH:2]=[CH2:3].[ClH:36]>C(OCC)(=O)C>[ClH:36].[CH2:1]([N:4]1[C:8]2=[C:9]([N:24]3[CH2:33][CH2:32][C:31]4[C:26](=[CH:27][CH:28]=[CH:29][CH:30]=4)[CH2:25]3)[N:10]=[C:11]([C:13]([NH:15][CH2:16][C:17]3[CH:22]=[CH:21][C:20]([CH3:23])=[CH:19][CH:18]=3)=[O:14])[CH:12]=[C:7]2[C:6]([CH3:34])=[C:5]1[CH3:35])[CH:2]=[CH2:3] |f:3.4|. Procedure details: A solution of 1-allyl-7-(3,4-dihydro-1H-isoquinolin-2-yl)-2,3-dimethyl-N-(4-methylbenzyl)-1H-pyrrolo[2,3-c]pyridin-5-carboxamide prepared in Step 1 in ethyl acetate was saturated with hydrochloric acid gas and then filtered to give the titled compound as a white solid. (Yield: 90%) Yields the product BrC1=C2C=CNC2=CC=C1Cl (4-bromo-5-chloro-1H-indole), BrC1=C(C=C2C=CNC2=C1)Cl (6-bromo-5-chloro-1H-indole). RXN SMILES: [CH:1]([Mg]Br)=[CH2:2].[Br:5][C:6]1[CH:7]=[C:8]([N+:13]([O-])=O)[CH:9]=[CH:10][C:11]=1[Cl:12].[NH4+].[Cl-]>C1COCC1>[Br:5][C:6]1[C:11]([Cl:12])=[CH:10][CH:9]=[C:8]2[C:7]=1[CH:1]=[CH:2][NH:13]2.[Br:5][C:6]1[CH:7]=[C:8]2[C:9]([CH:1]=[CH:2][NH:13]2)=[CH:10][C:11]=1[Cl:12] |f:2.3|. The reactants are solution, C(=C)[Mg]Br (vinylmagnesium bromide), BrC=1C=C(C=CC1Cl)[N+](=O)[O-] (3-bromo-4-chloro-nitrobenzene), [NH4+].[Cl-] (NH4Cl). Procedure details: A 1.0 M solution of vinylmagnesium bromide in THF (0.13 L, 130 mmol) is added slowly to 10 g (43 mmol) of 3-bromo-4-chloro-nitrobenzene in 140 mL of THF at −40° C. The mixture is stirred at −40 C for an additional hour when aqueous NH4Cl is added. The mixture is allowed to warm to rt, and then is extracted with EtOAc. The extract is washed with brine, dried over MgSO4, filtered, concentrated, and purified twice by chromatography (33% EtOAc in hexanes) to provide 0.95 g (9.7%) of 4-bromo-5-chloro... Run in C1CCOC1 (THF), C1CCOC1 (THF). Yield: 7.9%. The reactants are CCOC(=O)c1cc2cc(Cl)ncc2[nH]1, CCO, [Na+], [OH-]. Yields the product O=C(O)c1cc2cc(Cl)ncc2[nH]1. As a reaction SMILES: [CH2:1]([CH3:2])[O:3][C:4](=[O:5])[c:6]1[cH:7][c:8]2[c:9]([cH:10][n:11][c:12]([Cl:14])[cH:13]2)[nH:15]1.[CH3:18][CH2:19][OH:20].[Na+:17].[OH-:16]>>[O:3]=[C:4]([OH:5])[c:6]1[cH:7][c:8]2[c:9]([cH:10][n:11][c:12]([Cl:14])[cH:13]2)[nH:15]1. Starting materials: [C]=O (Carbon monoxide), stainless steel, C(=O)OC1=C(C(=CC=C1)C)C (2,3-xylyl formate), Br(=O)(=O)[O-].[K+] (potassium bromate), C(=O)OC1=C(C(=CC=C1)C)C (2,3-xylyl formate), CN1C(CCC1)=O (N-methyl pyrrolidone). Reagents/catalysts: CCOC(=O)CC(=O)CC(=O)OCC.[Co] (diethyl acetone-dicarboxylate cobalt). Run at time 2 hour. Yields the product CC1=C(C(=O)O)C=CC=C1C (2,3-dimethyl benzoic acid). As a reaction SMILES: C(O[C:4]1[CH:9]=[CH:8][CH:7]=[C:6]([CH3:10])[C:5]=1[CH3:11])=O.Br([O-])(=O)=O.[K+].[C]=[O:18].CN1CCC[C:21]1=[O:25]>CCOC(CC(CC(OCC)=O)=O)=O.[Co]>[CH3:11][C:5]1[C:6]([CH3:10])=[CH:7][CH:8]=[CH:9][C:4]=1[C:21]([OH:25])=[O:18] |f:1.2,5.6,^3:16|. Procedure details: A 100-ml. inner capacity stainless steel autoclave of a shaker type is charged with 22.5 grams (0.150 mol) of 2,3-xylyl formate. Further N-methyl pyrrolidone of 1.0 mol, a complex compound of diethyl acetone-dicarboxylate-cobalt of 0.036 mol and potassium bromate of 0.070 mol per mol of 2,3-xylyl formate, are added into the autoclave. Carbon monoxide is introduced into the autoclave under pressure, and the reaction is conducted at 270° C. for 2.0 hours, the maximum pressure being about 430 kg./c... Starting materials: 1-(di-1-pyrrolidinylmethylene)-1H-benzotriazolium 3-oxide hexafluorophosphate, C1(CCCC1)N1C2=C(N(C(C(C1)(F)F)=O)C)C=NC(=N2)NC2=C(C=C(C(=O)O)C=C2)OC (4-(9-cyclopentyl-7,7-difluoro-5-methyl-6-oxo-6,7,8,9-tetrahydro-5H-pyrimido[4,5-b][1,4]diazepin-2-ylamino)-3-methoxy-benzoic acid), C(C)N(C(C)C)C(C)C (ethyldiisopropyl amine), NC1CCN(CC1)C(=O)OC(C)(C)C (4-amino-1-Boc-piperidine). The solvent is CN(C=O)C (dimethylformamide), ice water. Reaction conditions: time 1 hour. The product is C(C)(C)(C)OC(=O)N1CCC(CC1)NC(C1=CC(=C(C=C1)NC=1N=CC2=C(N(CC(C(N2C)=O)(F)F)C2CCCC2)N1)OC)=O (4-[4-(9-cyclopentyl-7,7-difluoro-5-methyl-6-oxo-6,7,8,9-tetrahydro-5H-pyrimido[4,5-b][1,4]diazepin-2-ylamino)-3-methoxy-benzoylamino]-piperidine-1-carboxylic acid tert-butyl ester). The yield is 59.6%. RXN SMILES: [CH:1]1([N:6]2[CH2:12][C:11]([F:14])([F:13])[C:10](=[O:15])[N:9]([CH3:16])[C:8]3[CH:17]=[N:18][C:19]([NH:21][C:22]4[CH:30]=[CH:29][C:25]([C:26](O)=[O:27])=[CH:24][C:23]=4[O:31][CH3:32])=[N:20][C:7]2=3)[CH2:5][CH2:4][CH2:3][CH2:2]1.C(N(C(C)C)C(C)C)C.[NH2:42][CH:43]1[CH2:48][CH2:47][N:46]([C:49]([O:51][C:52]([CH3:55])([CH3:54])[CH3:53])=[O:50])[CH2:45][CH2:44]1>CN(C)C=O>[C:52]([O:51][C:49]([N:46]1[CH2:45][CH2:44][CH:43]([NH:42][C:26](=[O:27])[C:25]2[CH:29]=[CH:30][C:22]([NH:21][C:19]3[N:18]=[CH:17][C:8]4[N:9]([CH3:16])[C:10](=[O:15])[C:11]([F:13])([F:14])[CH2:12][N:6]([CH:1]5[CH2:5][CH2:4][CH2:3][CH2:2]5)[C:7]=4[N:20]=3)=[C:23]([O:31][CH3:32])[CH:24]=2)[CH2:48][CH2:47]1)=[O:50])([CH3:55])([CH3:54])[CH3:53]. Reported procedure: To a mixture of 0.25 g (0.56 mmole) of 4-(9-cyclopentyl-7,7-difluoro-5-methyl-6-oxo-6,7,8,9-tetrahydro-5H-pyrimido[4,5-b][1,4]diazepin-2-ylamino)-3-methoxy-benzoic acid (I-22), 0.30 mL (1.7 mmole) of ethyldiisopropyl amine and 0.12 g (0.62 mmole) of 4-amino-1-Boc-piperidine in 4.0 mL of dimethylformamide was added 0.27 g (0.62 mmole) of 1-(di-1-pyrrolidinylmethylene)-1H-benzotriazolium 3-oxide hexafluorophosphate. The mixture was stirred at room temperature for 1 hour, then diluted with 10 mL of... The product is CNC1(CCC(CC1)=O)C1=CC=CC=C1 (4-(methylamino)-4-phenyl-cyclohexanone). Procedure: N-(1,4-dioxaspiro[4,5]-decan-8-yliden)-methanamine (43 g, 0.25 mol) was dissolved in dibutyl ether (75 ml) and added at room temperature (15-32° C.) to a solution of phenyllithium in dibutyl ether (1.8 M, 149 ml, 0.27 mol). The batch was stirred at room temperature for 1 h. Reaction conditions: time 1 hour. Reaction SMILES: [O:1]1[C:5]2([CH2:10][CH2:9][C:8](=[N:11][CH3:12])[CH2:7][CH2:6]2)OCC1.[C:13]1([Li])[CH:18]=[CH:17][CH:16]=[CH:15][CH:14]=1>C(OCCCC)CCC>[CH3:12][NH:11][C:8]1([C:13]2[CH:18]=[CH:17][CH:16]=[CH:15][CH:14]=2)[CH2:7][CH2:6][C:5](=[O:1])[CH2:10][CH2:9]1. Starting materials: O1CCOC12CCC(CC2)=NC (N-(1,4-dioxaspiro[4,5]-decan-8-yliden)-methanamine), C1(=CC=CC=C1)[Li] (phenyllithium). Solvent: C(CCC)OCCCC (dibutyl ether), C(CCC)OCCCC (dibutyl ether). Yields the product O=C(CCN1CCN(c2ccccc2)CC1)c1ccccc1. Starting materials: CC(=O)c1ccccc1, CCO, Cl, Cl, c1ccc(N2CCNCC2)cc1. Reaction SMILES: [CH3:1][C:2](=[O:3])[c:4]1[cH:5][cH:6][cH:7][cH:8][cH:9]1.[CH3:24][CH2:25][OH:26].[ClH:10].[ClH:23].[c:11]1([N:17]2[CH2:18][CH2:19][NH:20][CH2:21][CH2:22]2)[cH:12][cH:13][cH:14][cH:15][cH:16]1>>[CH2:1]([C:2](=[O:3])[c:4]1[cH:5][cH:6][cH:7][cH:8][cH:9]1)[CH2:24][N:20]1[CH2:19][CH2:18][N:17]([c:11]2[cH:12][cH:13][cH:14][cH:15][cH:16]2)[CH2:22][CH2:21]1.